This data is from the Open Reaction Database (ORD), a public repository of structured organic reaction records. The task is: describe an organic reaction: reactants, conditions, products, and yield The reactants are OC(C)CC(C(=O)C1=CC=CC=C1)(C)C ((1-hydroxyethyl)-2,2-dimethyl propiophenone), ice, [H-].COCCO[Al+]OCCOC.[Na+].[H-] (sodium bis-(2-methoxyethoxy)-aluminum hydride), CC(C1(OCCO1)CC(=O)C1=CC=CC=C1)(C)C ((2,2-dimethyl-1,1-ethylenedioxypropyl)-acetophenone), solution, [Cl-].[NH4+] (ammonium chloride). Run in O1CCCC1 (tetrahydrofuran), C1=CC=CC=C1 (benzene). Conditions: time 30 minute. The product is CC(C1(OCCO1)C1=CC=C(C(C)O)C=C1)(C)C (4-(2,2-dimethyl-1,1-ethylenedioxypropyl)-α-methylbenzyl alcohol). Reaction SMILES: OC([CH2:4][C:5]([CH3:15])([CH3:14])[C:6]([C:8]1[CH:13]=[CH:12][CH:11]=[CH:10][CH:9]=1)=[O:7])C.C[C:17](C)(C)[C:18]1(CC(C2C=CC=CC=2)=O)OCC[O:19]1.[H-].C[O:36][CH2:37][CH2:38]O[Al+]OCCOC.[Na+].[H-].[Cl-].[NH4+]>C1C=CC=CC=1.O1CCCC1>[CH3:15][C:5]([CH3:4])([CH3:14])[C:6]1([C:8]2[CH:9]=[CH:10][C:11]([CH:37]([OH:36])[CH3:38])=[CH:12][CH:13]=2)[O:7][CH2:17][CH2:18][O:19]1 |f:2.3.4.5,6.7|. Procedure: A solution of 3.0 grams of 4 (2,2-dimethyl-1,1-ethylenedioxypropyl)-acetophenone in 150 ml. tetrahydrofuran is placed in a 250 ml. flask fitted with a dropping funnel and a magnetic stirring bar. Ten milliliters of a 70% solution of sodium bis-(2-methoxyethoxy)-aluminum hydride in benzene is placed in the dropping funnel. The solution is added over 30 minutes, and after the addition is complete, the mixture is stirred for 30 minutes, following which it is poured onto 100 grams of crushed ice to ... The reactants are CNOC, O=C(Cl)C(=O)Cl, ClCCl, Cl, O=C(O)C(F)(F)Oc1ccc(F)cc1, CN(C)C=O. The product is CON(C)C(=O)C(F)(F)Oc1ccc(F)cc1. Reaction SMILES: [CH3:27][NH:28][O:29][CH3:30].[Cl:15][C:16]([C:17]([Cl:18])=[O:19])=[O:20].[Cl:31][CH2:32][Cl:33].[ClH:26].[F:1][C:2]([C:3](=[O:4])[OH:5])([O:6][c:7]1[cH:8][cH:9][c:10]([F:13])[cH:11][cH:12]1)[F:14].[O:21]=[CH:22][N:23]([CH3:24])[CH3:25]>>[F:1][C:2]([C:3](=[O:5])[N:28]([CH3:27])[O:29][CH3:30])([O:6][c:7]1[cH:8][cH:9][c:10]([F:13])[cH:11][cH:12]1)[F:14]. Starting materials: C1(CC1)C1=NN(C(=C1)N1CC2=C(N=C(N=C2N2CC([C@@H](CC2)OC)(C)C)C2=C3C(=NN(C3=CC=C2C)S(=O)(=O)C2=CC=C(C)C=C2)C)CC1)C ((R)-6-(3-cyclopropyl-1-methyl-1H-pyrazol-5-yl)-2-(3,5-dimethyl-1-tosyl-1H-indazol-4-yl)-4-(4-methoxy-3,3-dimethylpiperidin-1-yl)-5,6,7,8-tetrahydropyrido[4,3-d]pyrimidine), ClN1C(CCC1=O)=O (N-chlorosuccinimide). Run in C(Cl)Cl (DCM). Reaction conditions: time 1 hour. Yields the product ClC=1C(=NN(C1N1CC2=C(N=C(N=C2N2CC([C@@H](CC2)OC)(C)C)C2=C3C(=NN(C3=CC=C2C)S(=O)(=O)C2=CC=C(C)C=C2)C)CC1)C)C1CC1 ((R)-6-(4-Chloro-3-cyclopropyl-1-methyl-1H-pyrazol-5-yl)-2-(3,5-dimethyl-1-tosyl-1H-indazol-4-yl)-4-(4-methoxy-3,3-dimethylpiperidin-1-yl)-5,6,7,8-tetrahydropyrido[4,3-d]pyrimidine). RXN SMILES: [CH:1]1([C:4]2[CH:8]=[C:7]([N:9]3[CH2:49][CH2:48][C:12]4[N:13]=[C:14]([C:27]5[C:35]([CH3:36])=[CH:34][CH:33]=[C:32]6[C:28]=5[C:29]([CH3:47])=[N:30][N:31]6[S:37]([C:40]5[CH:46]=[CH:45][C:43]([CH3:44])=[CH:42][CH:41]=5)(=[O:39])=[O:38])[N:15]=[C:16]([N:17]5[CH2:22][CH2:21][C@@H:20]([O:23][CH3:24])[C:19]([CH3:26])([CH3:25])[CH2:18]5)[C:11]=4[CH2:10]3)[N:6]([CH3:50])[N:5]=2)[CH2:3][CH2:2]1.[Cl:51]N1C(=O)CCC1=O>C(Cl)Cl>[Cl:51][C:8]1[C:4]([CH:1]2[CH2:3][CH2:2]2)=[N:5][N:6]([CH3:50])[C:7]=1[N:9]1[CH2:49][CH2:48][C:12]2[N:13]=[C:14]([C:27]3[C:35]([CH3:36])=[CH:34][CH:33]=[C:32]4[C:28]=3[C:29]([CH3:47])=[N:30][N:31]4[S:37]([C:40]3[CH:41]=[CH:42][C:43]([CH3:44])=[CH:45][CH:46]=3)(=[O:39])=[O:38])[N:15]=[C:16]([N:17]3[CH2:22][CH2:21][C@@H:20]([O:23][CH3:24])[C:19]([CH3:25])([CH3:26])[CH2:18]3)[C:11]=2[CH2:10]1. Reported procedure: To a solution of (R)-6-(3-cyclopropyl-1-methyl-1H-pyrazol-5-yl)-2-(3,5-dimethyl-1-tosyl-1H-indazol-4-yl)-4-(4-methoxy-3,3-dimethylpiperidin-1-yl)-5,6,7,8-tetrahydropyrido[4,3-d]pyrimidine (0.062 g, 0.089 mmol) in DCM (2 mL) under an atmosphere of nitrogen was added N-chlorosuccinimide (0.012 g, 0.089 mmol). The mixture was left to stir for 1 h at rt. The reaction mixture was then directly purified by FCC (40-75% EtOAc/heptanes) to give the title compound. 1H NMR (400 MHz, DICHLOROMETHANE-d2) δ p... The reactants are ClCCOC1=C(C=CC=C1)S(=O)(=O)NC(=O)NC (N-[2-(2-chloroethoxy)-phenylsulfonyl]-N'-methylurea). Run in ClC1=CC=CC=C1 (chlorobenzene). The product is ClCCOC1=C(C=CC=C1)S(=O)(=O)N=C=O (2-(2-chloroethoxy)-phenylsulfonyl isocyanate). Yield: 98.4%. RXN SMILES: [Cl:1][CH2:2][CH2:3][O:4][C:5]1[CH:10]=[CH:9][CH:8]=[CH:7][C:6]=1[S:11]([NH:14][C:15](NC)=[O:16])(=[O:13])=[O:12]>ClC1C=CC=CC=1>[Cl:1][CH2:2][CH2:3][O:4][C:5]1[CH:10]=[CH:9][CH:8]=[CH:7][C:6]=1[S:11]([N:14]=[C:15]=[O:16])(=[O:12])=[O:13]. Procedure: 12.5 g of N-[2-(2-chloroethoxy)-phenylsulfonyl]-N'-methylurea are suspended in 210 ml of chlorobenzene. This suspension is dried by azeotropic destilling off 20 ml of the solvent. 7.0 g of phosgene are introduced into the reaction mixture within 45 minutes at a temperature of 120°-130° C. Evaporation to dryness of the resulting clear solution yields 11.0 g of 2-(2-chloroethoxy)-phenylsulfonyl isocyanate in form of a yellowish oil. RXN SMILES: COC(C(S(C)(=O)=O)(CCCC(OC(=O)C)CCCCC)CCCCCCC(OC)=O)=O.COC([C:37]([S:63]([CH3:66])(=[O:65])=[O:64])([CH2:48][C:49]#[C:50][CH:51]([O:59][C:60](=[O:62])[CH3:61])[C:52]([CH3:58])([CH3:57])[CH2:53][CH2:54][CH2:55][CH3:56])[CH2:38][CH2:39][CH2:40][CH2:41][CH2:42][CH2:43][C:44]([O:46][CH3:47])=[O:45])=O>>[CH3:66][S:63]([CH:37]([CH2:48][C:49]#[C:50][CH:51]([O:59][C:60](=[O:62])[CH3:61])[C:52]([CH3:57])([CH3:58])[CH2:53][CH2:54][CH2:55][CH3:56])[CH2:38][CH2:39][CH2:40][CH2:41][CH2:42][CH2:43][C:44]([O:46][CH3:47])=[O:45])(=[O:64])=[O:65]. Procedure details: The synthesis of this compound is carried out by the procedure of Example 3, Step D, except that methyl 8-methoxycarbonyl-8-methylsulfonyl-12-acetoxyheptadecanoate is replaced by an equivalent quantity of methyl 8-methoxycarbonyl-8-methylsulfonyl-12-acetoxy-13,13-dimethyl-10-heptadecynoate. Reactants: COC(=O)C(CCCCCCC(=O)OC)(CCCC(CCCCC)OC(C)=O)S(=O)(=O)C (methyl 8-methoxycarbonyl-8-methylsulfonyl-12-acetoxyheptadecanoate), COC(=O)C(CCCCCCC(=O)OC)(CC#CC(C(CCCC)(C)C)OC(C)=O)S(=O)(=O)C (methyl 8-methoxycarbonyl-8-methylsulfonyl-12-acetoxy-13,13-dimethyl-10-heptadecynoate). Product: CS(=O)(=O)C(CCCCCCC(=O)OC)CC#CC(C(CCCC)(C)C)OC(C)=O (Methyl 8-methylsulfonyl-12-acetoxy-13,13-dimethyl-10-heptadecynoate). The reactants are Alkene, C(Cl)Cl.CO (DCM MeOH), FCCOC1=C(C=O)C=CC(=C1)[N+](=O)[O-] (2-(2-fluoroethoxy)-4-nitrobenzaldehyde), [H-].[Na+] (sodium hydride), P(OCC1=CC=C(C=C1)C=1N=C2N(C=C(C=C2)C)C1)([O-])=O (4-(6-methylimidazo[1,2-a]pyridin-2-yl)benzyl phosphonate). The solvent is C1CCOC1 (THF). The product is [N+](=O)([O-])C1=CC(=C(C=C1)/C=C/C1=CC=C(C=C1)C=1N=C2N(C=C(C=C2)C)C1)OCCF (2-(4-{(E)-2-[4-nitro-2-(2-fluoroethoxy)phenyl]ethenyl}phenyl)-6-methylimidazo[1,2-a]pyridine). Isolated yield 74.6%. As a reaction SMILES: [H-].[Na+].P(=O)([O-])O[CH2:5][C:6]1[CH:11]=[CH:10][C:9]([C:12]2[N:13]=[C:14]3[CH:19]=[CH:18][C:17]([CH3:20])=[CH:16][N:15]3[CH:21]=2)=[CH:8][CH:7]=1.[F:24][CH2:25][CH2:26][O:27][C:28]1[CH:35]=[C:34]([N+:36]([O-:38])=[O:37])[CH:33]=[CH:32][C:29]=1[CH:30]=O.C(Cl)Cl.CO>C1COCC1>[N+:36]([C:34]1[CH:33]=[CH:32][C:29](/[CH:30]=[CH:5]/[C:6]2[CH:11]=[CH:10][C:9]([C:12]3[N:13]=[C:14]4[CH:19]=[CH:18][C:17]([CH3:20])=[CH:16][N:15]4[CH:21]=3)=[CH:8][CH:7]=2)=[C:28]([O:27][CH2:26][CH2:25][F:24])[CH:35]=1)([O-:38])=[O:37] |f:0.1,4.5|. Reported procedure: Prepared as described in the Alkene Formation section using sodium hydride (60% dispersion in mineral oil, 27 mg, 0.67 mmol), diethyl[4-(6-methylimidazo[1,2-a]pyridin-2-yl)benzyl phosphonate (200 mg, 0.559 mmol) and 2-(2-fluoroethoxy)-4-nitrobenzaldehyde (119 mg, 0.559 mmol) in dry THF (15 ml) to give the title compound (174 mg, 74%) as an orange solid after work-up and flash chromatography (50:1 DCM/MeOH). Reactants: OCCN1C(=NCC1)CCCCCCCCCCC (1-(2-hydroxyethyl)-2-undecyl-2-imidazoline), O (water), [Na+].[Cl-] (NaCl). The product is OCCNCCNC(CCCCCCCCCCC)=O (N-[2-(2-hydroxyethyl)aminoethyl]dodecanamide). RXN SMILES: [OH:1][CH2:2][CH2:3][N:4]1[CH2:8][CH2:7][N:6]=[C:5]1[CH2:9][CH2:10][CH2:11][CH2:12][CH2:13][CH2:14][CH2:15][CH2:16][CH2:17][CH2:18][CH3:19].[Na+].[Cl-].[OH2:22]>>[OH:1][CH2:2][CH2:3][NH:4][CH2:8][CH2:7][NH:6][C:5](=[O:22])[CH2:9][CH2:10][CH2:11][CH2:12][CH2:13][CH2:14][CH2:15][CH2:16][CH2:17][CH2:18][CH3:19] |f:1.2|. Reported procedure: 22 g of 1-(2-hydroxyethyl)-2-undecyl-2-imidazoline and 300 ml of water was stirred at 40°-50° C. for 24 hours. The resulting soapy solution was salted with 50 g of NaCl and then extracted with 500 ml ethyl acetate. The organic layer was dried, filtered and concentrated to give 23 g of solid. This material was dissolved in hexane by heating at 50 C. for 2 hrs., then cooled to room temperature and filtered to afford 18.8 g of pure product, m.p. 92°-94° C. The reactants are CCOC(=O)CCc1c[nH]c2c1C(=O)CCC2, COC(OC)OC, CCOC(C)=O, [Na+], [OH-], O, O=C(O)C(F)(F)F. Yields the product CCOC(=O)CCc1c(C=O)[nH]c2c1C(=O)CCC2. Reaction SMILES: [CH2:8]([CH3:9])[O:10][C:11]([CH2:12][CH2:13][c:14]1[cH:15][nH:16][c:17]2[c:22]1[C:21](=[O:23])[CH2:20][CH2:19][CH2:18]2)=[O:24].[CH3:25][O:26][CH:27]([O:28][CH3:29])[O:30][CH3:31].[CH3:35][CH2:36][O:37][C:38](=[O:39])[CH3:40].[Na+:33].[OH-:32].[OH2:34].[OH:1][C:2]([C:3]([F:4])([F:5])[F:6])=[O:7]>>[O:1]=[CH:2][c:15]1[c:14]([CH2:13][CH2:12][C:11]([O:10][CH2:8][CH3:9])=[O:24])[c:22]2[c:17]([nH:16]1)[CH2:18][CH2:19][CH2:20][C:21]2=[O:23].